This data is from the Open Reaction Database (ORD), a public repository of structured organic reaction records. The task is: describe an organic reaction: reactants, conditions, products, and yield RXN SMILES: [NH:1]1[C:9]2[C:4](=[CH:5][CH:6]=[C:7]3[O:12][C:11]4[CH:13]=[CH:14][CH:15]=[CH:16][C:10]=4[C:8]3=2)[CH:3]=[C:2]1[C:17]([O:19][CH2:20][CH3:21])=[O:18].[CH3:22]COC(C)=O>>[CH3:22][N:1]1[C:9]2[C:4](=[CH:5][CH:6]=[C:7]3[O:12][C:11]4[CH:13]=[CH:14][CH:15]=[CH:16][C:10]=4[C:8]3=2)[CH:3]=[C:2]1[C:17]([O:19][CH2:20][CH3:21])=[O:18]. Procedure details: Using the procedure outlined in Example 34A, ethyl 1H-benzofuro[2,3-g]indole-2-carboxylate (H. G. Pars Pharmaceutical Laboratories, Inc.) gave a 86.3% yield of ethyl 1-methyl-1H-benzofuro[2,3-g]indole-2-carboxylate, mp 114°-116°, (EtOAc), (C,H,N). The reactants are CCOC(=O)C (EtOAc), N1C(=CC2=CC=C3C(=C12)C1=C(O3)C=CC=C1)C(=O)OCC (ethyl 1H-benzofuro[2,3-g]indole-2-carboxylate). The yield is 86.3%. The product is CN1C(=CC2=CC=C3C(=C12)C1=C(O3)C=CC=C1)C(=O)OCC (ethyl 1-methyl-1H-benzofuro[2,3-g]indole-2-carboxylate). The reactants are CC(=O)CC(C)C, O=c1[nH]c2ccc(Cl)cc2n1CCCCl, Cl, O=C(c1ccc(F)cc1)C1CCNCC1, [I-], [K+], [Na+], [Na+], O=C([O-])[O-], O. Yields the product O=C(c1ccc(F)cc1)C1CCN(CCCn2c(=O)[nH]c3ccc(Cl)cc32)CC1. Reaction SMILES: [CH3:41][CH:42]([CH3:43])[CH2:44][C:45](=[O:46])[CH3:47].[Cl:1][c:2]1[cH:3][cH:4][c:5]2[c:6]([n:7]([CH2:11][CH2:12][CH2:13][Cl:14])[c:8](=[O:10])[nH:9]2)[cH:15]1.[ClH:16].[F:17][c:18]1[cH:19][cH:20][c:21]([C:24](=[O:25])[CH:26]2[CH2:27][CH2:28][NH:29][CH2:30][CH2:31]2)[cH:22][cH:23]1.[I-:39].[K+:38].[Na+:32].[Na+:33].[O-:34][C:35](=[O:36])[O-:37].[OH2:40]>>[Cl:1][c:2]1[cH:3][cH:4][c:5]2[c:6]([n:7]([CH2:11][CH2:12][CH2:13][N:29]3[CH2:28][CH2:27][CH:26]([C:24]([c:21]4[cH:20][cH:19][c:18]([F:17])[cH:23][cH:22]4)=[O:25])[CH2:31][CH2:30]3)[c:8](=[O:10])[nH:9]2)[cH:15]1. The reactants are C12CN(CC(CC1)O2)C2=NC(=NC(=C2)Cl)O (4-(8-Oxa-3-azabicyclo[3.2.1]octan-3-yl)-6-chloropyrimidin-2-ol), Cl.C12CNCC(CC1)O2 (8-oxa-3-aza-bicyclo[3.2.1]octane hydrochloride), CCN(C(C)C)C(C)C (DIPEA). Solvent: CO (MeOH). Run at temperature 140 celsius. Product: C12CN(CC(CC1)O2)C2=NC(=NC(=C2)N2CC1CCC(C2)O1)O (4,6-Di(8-oxa-3-azabicyclo[3.2.1]octan-3-yl)pyrimidin-2-ol). Yield: 41.6%. RXN SMILES: [CH:1]12[O:8][CH:5]([CH2:6][CH2:7]1)[CH2:4][N:3]([C:9]1[CH:14]=[C:13](Cl)[N:12]=[C:11]([OH:16])[N:10]=1)[CH2:2]2.Cl.[CH:18]12[O:25][CH:22]([CH2:23][CH2:24]1)[CH2:21][NH:20][CH2:19]2.CCN(C(C)C)C(C)C>CO>[CH:1]12[O:8][CH:5]([CH2:6][CH2:7]1)[CH2:4][N:3]([C:9]1[CH:14]=[C:13]([N:20]3[CH2:19][CH:18]4[O:25][CH:22]([CH2:23][CH2:24]4)[CH2:21]3)[N:12]=[C:11]([OH:16])[N:10]=1)[CH2:2]2 |f:1.2|. Procedure: In a 2-5 mL microwave vial was placed 4-(8-oxa-3-azabicyclo[3.2.1]octan-3-yl)-6-chloropyrimidin-2-ol (26, 50 mg, 0.207 mmol) in MeOH (2.5 ml) to give a colorless solution. 8-Oxa-3-azabicyclo[3.2.1]octane, HCl (2, 61.9 mg, 0.414 mmol) and DIPEA (0.217 ml, 1.241 mmol) were added. The reaction was heated under microwave irradiation at 140° C. for 30 min. Silica gel was added and the solvents were removed under reduced pressure. The mixture was purified by HPLC, using NH4OH buffers (Waters semi-prep... Reactants: ClC1=CC=C(C(=C(C=O)F)C2CC2)C=C1 (p-chloro-β-cyclopropyl-α-fluoro-cinnamaldehyde), FC1=C(C=C(C=C1)CS(=O)(=O)F)OC1=CC=CC=C1 ((4-fluoro-3-phenoxyphenyl)methanesulfonyl fluoride), C([O-])([O-])=O.[K+].[K+] (potassium carbonate). The reagents and catalysts are C1COCCOCCOCCOCCOCCO1 (18-crown-6). Solvent: C(C)#N (acetonitrile). Run at time 8 hour. Yields the product ClC1=CC=C(C=C1)C(=C(C=CC1=CC(=C(C=C1)F)OC1=CC=CC=C1)F)C1CC1 (1-(p-Chlorophenyl)-1-cyclopropyl-2-fluoro-4-(4-fluoro-3-phenoxyphenyl)-1,3-butadiene). Isolated yield 92.9%. As a reaction SMILES: [Cl:1][C:2]1[CH:15]=[CH:14][C:5]([C:6]([CH:11]2[CH2:13][CH2:12]2)=[C:7]([F:10])[CH:8]=O)=[CH:4][CH:3]=1.[F:16][C:17]1[CH:22]=[CH:21][C:20]([CH2:23]S(F)(=O)=O)=[CH:19][C:18]=1[O:28][C:29]1[CH:34]=[CH:33][CH:32]=[CH:31][CH:30]=1.C(=O)([O-])[O-].[K+].[K+]>C(#N)C.C1OCCOCCOCCOCCOCCOC1>[Cl:1][C:2]1[CH:15]=[CH:14][C:5]([C:6]([CH:11]2[CH2:13][CH2:12]2)=[C:7]([F:10])[CH:8]=[CH:23][C:20]2[CH:21]=[CH:22][C:17]([F:16])=[C:18]([O:28][C:29]3[CH:30]=[CH:31][CH:32]=[CH:33][CH:34]=3)[CH:19]=2)=[CH:4][CH:3]=1 |f:2.3.4|. Procedure: A mixture of p-chloro-β-cyclopropyl-α-fluoro-cinnamaldehyde (224.6 mg, 1 mmol), (4-fluoro-3-phenoxyphenyl)methanesulfonyl fluoride (312.7 mg, 1.1 mmol), potassium carbonate (552.8 mg, 4 mmol), and 18-crown-6 (13.2 mg, 0.05 mmol) in acetonitrile is stirred at room temperature overnight, quenched with water, and extracted with ethyl acetate. The organic extract is washed with water, dried over anhydrous sodium sulfate, and concentrated in vacuo to give the title product (380 mg, 94% pure by GC ana... Yields the product COC(=O)c1cnn(-c2ccc(N)cc2)c1. Reaction SMILES: [CH3:1][O:2][C:3](=[O:4])[c:5]1[cH:6][n:7][n:8](-[c:10]2[cH:11][cH:12][c:13]([N+:16]([O-:17])=[O:18])[cH:14][cH:15]2)[cH:9]1.[CH3:21][OH:22].[Cl-:19].[NH4+:20].[OH2:23]>>[CH3:1][O:2][C:3](=[O:4])[c:5]1[cH:6][n:7][n:8](-[c:10]2[cH:11][cH:12][c:13]([NH2:16])[cH:14][cH:15]2)[cH:9]1. Reactants: COC(=O)c1cnn(-c2ccc([N+](=O)[O-])cc2)c1, CO, [Cl-], [NH4+], O. The reactants are CC(C)(C)OC(=O)NCC1CCN(Cc2ccccc2)C1, CCOC(C)=O, [OH-], [OH-], [Pd+2]. Yields the product CC(C)(C)OC(=O)NCC1CCNC1. Reaction SMILES: [CH2:1]([c:2]1[cH:3][cH:4][cH:5][cH:6][cH:7]1)[N:8]1[CH2:9][CH:10]([CH2:13][NH:14][C:15]([O:16][C:17]([CH3:18])([CH3:19])[CH3:20])=[O:21])[CH2:11][CH2:12]1.[CH3:22][CH2:23][O:24][C:25]([CH3:26])=[O:27].[OH-:28].[OH-:29].[Pd+2:30]>>[NH:8]1[CH2:9][CH:10]([CH2:13][NH:14][C:15]([O:16][C:17]([CH3:18])([CH3:19])[CH3:20])=[O:21])[CH2:11][CH2:12]1.